From a dataset of the Open Reaction Database (ORD), a public repository of structured organic reaction records. describe an organic reaction: reactants, conditions, products, and yield Starting materials: COC(=O)NC(NC1=C(C=C(C=C1)S(=O)C)[N+](=O)[O-])=S (1-(3-methoxycarbonyl-2-thioureido)-4-methylsulfinyl-2-nitrobenzene), CO (methanol), ferrous sulfate. The reagents and catalysts are [Fe] (iron). Run in O (water). The product is NC1=C(C=CC(=C1)S(=O)C)NC(=S)NC(=O)OC (2-amino-4-methylsulfinyl-1-(3-methoxycarbonyl-2-thioureido)-benzene). Reaction SMILES: [CH3:1][O:2][C:3]([NH:5][C:6](=[S:20])[NH:7][C:8]1[CH:13]=[CH:12][C:11]([S:14]([CH3:16])=[O:15])=[CH:10][C:9]=1[N+:17]([O-])=O)=[O:4].CO>[Fe].O>[NH2:17][C:9]1[CH:10]=[C:11]([S:14]([CH3:16])=[O:15])[CH:12]=[CH:13][C:8]=1[NH:7][C:6]([NH:5][C:3]([O:2][CH3:1])=[O:4])=[S:20]. Procedure details: 1.5 G. of 1-(3-methoxycarbonyl-2-thioureido)-4-methylsulfinyl-2-nitrobenzene is treated in a boiling mixture of 240 ml. methanol and 60 ml. water with 1.5 g. iron powder and 0.75 g. ferrous sulfate for 3 hours. The mixture is filtered and the filtrate concentrated to a small volume, and diluted with water. The white solid is collected and recrystallized from ethanol, yielding pure 2-amino-4-methylsulfinyl-1-(3-methoxycarbonyl-2-thioureido)-benzene. Reaction SMILES: [OH-].[CH2:2]([N+:9]([CH3:12])([CH3:11])[CH3:10])[C:3]1[CH:8]=[CH:7][CH:6]=[CH:5][CH:4]=1.[C:13]1([NH:19][C:20](=[O:26])/[CH:21]=[CH:22]\[C:23]([OH:25])=[O:24])[CH:18]=[CH:17][CH:16]=[CH:15][CH:14]=1.C(O)(=O)C>CO>[CH2:2]([N+:9]([CH3:12])([CH3:11])[CH3:10])[C:3]1[CH:8]=[CH:7][CH:6]=[CH:5][CH:4]=1.[C:13]1([NH:19][C:20](=[O:26])/[CH:21]=[CH:22]\[C:23]([O-:25])=[O:24])[CH:14]=[CH:15][CH:16]=[CH:17][CH:18]=1 |f:0.1,5.6|. Solvent: CO (methanol). Reactants: [OH-].C(C1=CC=CC=C1)[N+](C)(C)C (benzyltrimethylammonium hydroxide), C1(=CC=CC=C1)NC(\C=C/C(=O)O)=O (N-phenylmaleamic acid), C(C)(=O)O (acetic acid). Product: C(C1=CC=CC=C1)[N+](C)(C)C.C1(=CC=CC=C1)NC(\C=C/C(=O)[O-])=O (N-phenylmaleamic acid benzyltrimethyl-ammonium salt). Conditions: time 1 hour. Isolated yield 108.1%. Procedure: 48.2 g (0.1 mole) of benzyltrimethylammonium hydroxide solution (34.7% in methanol) is added to 19.1 g (0.1 mole) of N-phenylmaleamic acid in 100 ml of methanol, and the reaction mixture is stirred for one hour at room temperature. The pH-value is adjusted to about 7.0 with acetic acid, and the solvent is removed in vacuo in a rotary evaporator to leave 36.8 g of N-phenylmaleamic acid benzyltrimethyl-ammonium salt in the form of yellow oil, which crystallises after prolonged standing. The reactants are OC1=C(C(=O)NCCCC(=O)O)C=C(C=C1)O (4-[N-(2,5-dihydroxybenzoyl)amino]butyric acid), compound, S(=O)(Cl)Cl (thionyl chloride), CO (methanol). Product: OC1=C(C(=O)NCCCC(=O)OC)C=C(C=C1)O (methyl 4-[N-(2,5-dihydroxybenzoyl)amino]butanoate). RXN SMILES: S(Cl)(Cl)=O.[OH:5][C:6]1[CH:20]=[CH:19][C:18]([OH:21])=[CH:17][C:7]=1[C:8]([NH:10][CH2:11][CH2:12][CH2:13][C:14]([OH:16])=[O:15])=[O:9].[CH3:22]O>>[OH:5][C:6]1[CH:20]=[CH:19][C:18]([OH:21])=[CH:17][C:7]=1[C:8]([NH:10][CH2:11][CH2:12][CH2:13][C:14]([O:16][CH3:22])=[O:15])=[O:9]. Procedure details: After dropwise adding 8.5 g (71 mmol) of thionyl chloride to 30 ml of anhydrous methanol at 10° C. during 30 minutes under cooling by ice while stirring, the solution was stirred at the same temperature for additional 45 minutes, then 5.1 g (20 mmol) of 4-[N-(2,5-dihydroxybenzoyl)amino]butyric acid (compound of Example 36) were portionwise added. The reaction mixture was allowed to warm to room temperature and stirred at 80° C. for 8 hours. After filtering the precipitate by suction and washing ... The reactants are C(C)OC(=O)C1(CC2=CC=CC=C2C1)N(C(=O)C1=CC=CC=2CCCCC12)C (2-[Methyl-(5,6,7,8-tetrahydro-naphthalene-1-carbonyl)-amino]-indan-2-carboxylic acid ethyl ester), [OH-].[K+] (KOH), O (water). Solvent: CCO (EtOH). Conditions: time 8 hour. The product is CN(C1(CC2=CC=CC=C2C1)C(=O)O)C(=O)C1=CC=CC=2CCCCC12 (2-[Methyl-(5,6,7,8-tetrahydro-naphthalene-1-carbonyl)-amino]-indan-2-carboxylic acid). Yield: 71.5%. As a reaction SMILES: C([O:3][C:4]([C:6]1([N:15]([CH3:28])[C:16]([C:18]2[C:27]3[CH2:26][CH2:25][CH2:24][CH2:23][C:22]=3[CH:21]=[CH:20][CH:19]=2)=[O:17])[CH2:14][C:13]2[C:8](=[CH:9][CH:10]=[CH:11][CH:12]=2)[CH2:7]1)=[O:5])C.[OH-].[K+].O>CCO>[CH3:28][N:15]([C:16]([C:18]1[C:27]2[CH2:26][CH2:25][CH2:24][CH2:23][C:22]=2[CH:21]=[CH:20][CH:19]=1)=[O:17])[C:6]1([C:4]([OH:5])=[O:3])[CH2:7][C:8]2[C:13](=[CH:12][CH:11]=[CH:10][CH:9]=2)[CH2:14]1 |f:1.2|. Reported procedure: The mixture of 2-[methyl-(5,6,7,8-tetrahydro-naphthalene-1-carbonyl)-amino]-indan-2-carboxylic acid ethyl ester (120) (226 mg, 0.60 mmol) and KOH (600 mg, 10.7 mmol) is dissolved in EtOH (5 mL) and water (0.5 mL) under a water bath. The water bath is removed when KOH is completely dissolved and the resulting reaction solution is stirred at RT for 8 h. After concentration in vacuo, the residue is dissolved in water (20 mL) and acidified with conc. HCl until pH˜3. The precipitate is filtered to gi...